From a dataset of the Open Reaction Database (ORD), a public repository of structured organic reaction records. describe an organic reaction: reactants, conditions, products, and yield The reactants are C(CCC)[Sn](CCCC)(CCCC)N=[N+]=[N-] (tributyltin azide), CC1=C(N=C(O1)C=1C=C(C=CC1)C)CO[C@@H]1C[C@@H](CCC1)OCCCC#N ((1R,3S)-4-[3-(5-methyl-2-m-tolyloxazol-4-ylmethoxy)cyclohexyloxy]butyronitrile), C(=O)(C(F)(F)F)O (TFA). Run in C=1(C(=CC=CC1)C)C (xylene). Run at temperature 120 celsius, time 18 hour. The product is CC1=C(N=C(O1)C=1C=C(C=CC1)C)CO[C@@H]1C[C@@H](CCC1)OCCCC=1N=NNN1 ((1R,3S)-5-{3-[3-(5-Methyl-2-m-tolyloxazol-4-ylmethoxy)cyclohexyloxy]propyl}-2H-tetrazole). Reaction SMILES: [CH3:1][C:2]1[O:6][C:5]([C:7]2[CH:8]=[C:9]([CH3:13])[CH:10]=[CH:11][CH:12]=2)=[N:4][C:3]=1[CH2:14][O:15][C@H:16]1[CH2:21][CH2:20][CH2:19][C@@H:18]([O:22][CH2:23][CH2:24][CH2:25][C:26]#[N:27])[CH2:17]1.C([Sn]([N:41]=[N+:42]=[N-:43])(CCCC)CCCC)CCC.C(O)(C(F)(F)F)=O>C1(C)C(C)=CC=CC=1>[CH3:1][C:2]1[O:6][C:5]([C:7]2[CH:8]=[C:9]([CH3:13])[CH:10]=[CH:11][CH:12]=2)=[N:4][C:3]=1[CH2:14][O:15][C@H:16]1[CH2:21][CH2:20][CH2:19][C@@H:18]([O:22][CH2:23][CH2:24][CH2:25][C:26]2[N:41]=[N:42][NH:43][N:27]=2)[CH2:17]1. Reported procedure: 333 mg of (1R,3S)-4-[3-(5-methyl-2-m-tolyloxazol-4-ylmethoxy)cyclohexyloxy]butyronitrile are dissolved in 5 ml of xylene, and 919 mg of tributyltin azide are added. The mixture is stirred at 120° C. for 18 h and, after cooling, titurated with 0.5 ml of TFA. The solvent is removed under reduced pressure and the residue is purified by RP-HPLC. This gives (1R,3S)-5-{3-[3-(5-methyl-2-m-tolyloxazol-4-ylmethoxy)cyclohexyloxy]propyl}-2H-tetrazole as a colorless oil. C22H29N5O3 (411.51), MS (ESI): 412 (... The reactants are N1(C=NC2=C1C=CC=C2)C2=CC=C(C=C2)CC(=O)O ((4-benzoimidazol-1-yl-phenyl)-acetic acid), CN(C1=C(C=C(C=C1)N)C(F)(F)F)C1CCN(CC1)C (4-[methyl-(1-methyl-piperidin-4-yl)-amino]-3-trifluoromethyl-phenylamine). Run in C(Cl)Cl.CO (CH2Cl2 MeOH). The product is N1(C=NC2=C1C=CC=C2)C2=CC=C(C=C2)CC(=O)NC2=CC(=C(C=C2)N(C2CCN(CC2)C)C)C(F)(F)F (2-(4-Benzoimidazol-1-yl-phenyl)-N-{4-[methyl-(1-methyl-piperidin-4-yl)-amino]-3-trifluoromethyl-phenyl}-acetamide). Reaction SMILES: [N:1]1([C:10]2[CH:15]=[CH:14][C:13]([CH2:16][C:17]([OH:19])=O)=[CH:12][CH:11]=2)[C:5]2[CH:6]=[CH:7][CH:8]=[CH:9][C:4]=2[N:3]=[CH:2]1.[CH3:20][N:21]([CH:33]1[CH2:38][CH2:37][N:36]([CH3:39])[CH2:35][CH2:34]1)[C:22]1[CH:27]=[CH:26][C:25]([NH2:28])=[CH:24][C:23]=1[C:29]([F:32])([F:31])[F:30]>C(Cl)Cl.CO>[N:1]1([C:10]2[CH:11]=[CH:12][C:13]([CH2:16][C:17]([NH:28][C:25]3[CH:26]=[CH:27][C:22]([N:21]([CH3:20])[CH:33]4[CH2:34][CH2:35][N:36]([CH3:39])[CH2:37][CH2:38]4)=[C:23]([C:29]([F:32])([F:30])[F:31])[CH:24]=3)=[O:19])=[CH:14][CH:15]=2)[C:5]2[CH:6]=[CH:7][CH:8]=[CH:9][C:4]=2[N:3]=[CH:2]1 |f:2.3|. Procedure: The title compound is prepared as described in Example 1 but using (4-benzoimidazol-1-yl-phenyl)-acetic acid (Step 20.1) and 4-[methyl-(1-methyl-piperidin-4-yl)-amino]-3-trifluoromethyl-phenylamine (Step 15.1). Title compound: ES-MS: 522.0 [M+H]+; single peak at tR=3.15 min (System 1); Rf=0.19 (CH2Cl2/MeOH+1% NH3aq, 9:1). The reactants are C=C(C)CC(C(=O)OC)c1cc(OCc2ccccc2)cc(OCc2ccccc2)c1, CO, [Na+], [OH-]. Yields the product C=C(C)CC(C(=O)OC)c1cc(O)cc(OCc2ccccc2)c1. Reaction SMILES: [CH3:1][O:2][C:3]([CH:4]([CH2:5][C:6](=[CH2:7])[CH3:8])[c:9]1[cH:10][c:11]([O:23][CH2:24][c:25]2[cH:26][cH:27][cH:28][cH:29][cH:30]2)[cH:12][c:13]([O:15][CH2:16][c:17]2[cH:18][cH:19][cH:20][cH:21][cH:22]2)[cH:14]1)=[O:31].[CH3:34][OH:35].[Na+:33].[OH-:32]>>[CH3:1][O:2][C:3]([CH:4]([CH2:5][C:6](=[CH2:7])[CH3:8])[c:9]1[cH:10][c:11]([OH:23])[cH:12][c:13]([O:15][CH2:16][c:17]2[cH:18][cH:19][cH:20][cH:21][cH:22]2)[cH:14]1)=[O:31]. Starting materials: ClC1=C(C=C(C=C1)OC1=CC=C(C=C1)CCO)C(F)(F)F (2-(4-{[4-Chloro-3-(trifluoromethyl)phenyl]oxy}phenyl)ethanol), C1(=CC=CC=C1)P(C1=CC=CC=C1)C1=CC=CC=C1 (triphenylphosphine), C(Br)(Br)(Br)Br (carbon tetrabromide). The solvent is ClCCl (dichloromethane). Run at time 2 hour. Product: ClC1=C(C=C(C=C1)OC1=CC=C(C=C1)CCBr)C(F)(F)F (4-(2-bromoethyl)phenyl 4-chloro-3-(trifluoromethyl)phenyl ether). Isolated yield 93.2%. Reaction SMILES: [Cl:1][C:2]1[CH:7]=[CH:6][C:5]([O:8][C:9]2[CH:14]=[CH:13][C:12]([CH2:15][CH2:16]O)=[CH:11][CH:10]=2)=[CH:4][C:3]=1[C:18]([F:21])([F:20])[F:19].C1(P(C2C=CC=CC=2)C2C=CC=CC=2)C=CC=CC=1.C(Br)(Br)(Br)[Br:42]>ClCCl>[Cl:1][C:2]1[CH:7]=[CH:6][C:5]([O:8][C:9]2[CH:14]=[CH:13][C:12]([CH2:15][CH2:16][Br:42])=[CH:11][CH:10]=2)=[CH:4][C:3]=1[C:18]([F:21])([F:20])[F:19]. Procedure: To a solution of 2-(4-{[4-Chloro-3-(trifluoromethyl)phenyl]oxy}phenyl)ethanol (300 mg, 0.947 mmol) and triphenylphosphine (300 mg, 1.144 mmol) in dichloromethane (5 mL) was added carbon tetrabromide (350 mg, 1.055 mmol) in portions. The reaction mixture was stirred at rt for 2 h, then concentrated. Purification via ISCO system afforded the title product (335 mg) as a colorless liquid. Starting materials: Cl (hydrogen chloride), [OH-].[Li+] (lithium hydroxide), O (water), BrC=1C=C(C=CC1)N1N=C(C=C1C1=CC(=C(C=C1)F)Cl)C(=O)OCC (Ethyl 1-(3-bromophenyl)-5-(3-chloro-4-fluorophenyl)-1H-pyrazole-3-carboxylate). Run in O1CCCC1 (tetrahydrofuran). Conditions: time 5 hour. Product: BrC=1C=C(C=CC1)N1N=C(C=C1C1=CC(=C(C=C1)F)Cl)C(=O)O (1-(3-Bromophenyl)-5-(3-chloro-4-fluorophenyl)-1H-pyrazole-3-carboxylic acid). As a reaction SMILES: [Br:1][C:2]1[CH:3]=[C:4]([N:8]2[C:12]([C:13]3[CH:18]=[CH:17][C:16]([F:19])=[C:15]([Cl:20])[CH:14]=3)=[CH:11][C:10]([C:21]([O:23]CC)=[O:22])=[N:9]2)[CH:5]=[CH:6][CH:7]=1.[OH-].[Li+].O.Cl>O1CCCC1>[Br:1][C:2]1[CH:3]=[C:4]([N:8]2[C:12]([C:13]3[CH:18]=[CH:17][C:16]([F:19])=[C:15]([Cl:20])[CH:14]=3)=[CH:11][C:10]([C:21]([OH:23])=[O:22])=[N:9]2)[CH:5]=[CH:6][CH:7]=1 |f:1.2|. Reported procedure: 688 mg of the compound of Example 51A with 76% purity (1.23 mmol) are provided in 29 ml of tetrahydrofuran and, at room temperature, 389 mg (16.2 mmol) of lithium hydroxide and 10 ml of water are added. The mixture is stirred at room temperature for 5 h, a 1N aqueous hydrogen chloride solution is subsequently added until the pH is acidic, and the mixture is extracted with ethyl acetate, dried over sodium sulfate, filtered and concentrated. The residue is stirred in a little cyclohexane and the p... Starting materials: Oc1ccc(Br)cc1, CC(C)C(=O)Nc1cccc(C2CCN(CCC(O)c3ccc4c(c3)CCC4)CC2)c1. The product is CC(C)C(=O)Nc1cccc(C2CCN(CCC(Oc3ccc(Br)cc3)c3ccc4c(c3)CCC4)CC2)c1. As a reaction SMILES: [Br:32][c:33]1[cH:34][cH:35][c:36]([OH:39])[cH:37][cH:38]1.[CH2:1]1[CH2:2][CH2:3][c:4]2[cH:5][c:6]([CH:10]([CH2:11][CH2:12][N:13]3[CH2:14][CH2:15][CH:16]([c:19]4[cH:20][c:21]([NH:25][C:26]([CH:27]([CH3:28])[CH3:29])=[O:30])[cH:22][cH:23][cH:24]4)[CH2:17][CH2:18]3)[OH:31])[cH:7][cH:8][c:9]21>>[CH2:1]1[CH2:2][CH2:3][c:4]2[cH:5][c:6]([CH:10]([CH2:11][CH2:12][N:13]3[CH2:14][CH2:15][CH:16]([c:19]4[cH:20][c:21]([NH:25][C:26]([CH:27]([CH3:28])[CH3:29])=[O:30])[cH:22][cH:23][cH:24]4)[CH2:17][CH2:18]3)[O:31][c:36]3[cH:35][cH:34][c:33]([Br:32])[cH:38][cH:37]3)[cH:7][cH:8][c:9]21.